Dataset: the Open Reaction Database (ORD), a public repository of structured organic reaction records. Task: describe an organic reaction: reactants, conditions, products, and yield The reactants are CN(C(=O)C=1NC2=C(N1)C=CC=C2)C2=NC=CC=C2 (N-Methyl-N-(2-pyridyl)benzimidazole-2-carboxamide), O (water), [H-].[Na+] (sodium hydride), CI (Methyl iodide). Run in CS(=O)C (DMSO). Reaction conditions: time 1 hour. Yields the product CN1C(=NC2=C1C=CC=C2)C(=O)N(C2=NC=CC=C2)C (1-Methyl-N-methyl-N-(2-pyridyl)benzimidazole-2-carboxamide). The yield is 93.8%. Reaction SMILES: [CH3:1][N:2]([C:14]1[CH:19]=[CH:18][CH:17]=[CH:16][N:15]=1)[C:3]([C:5]1[NH:6][C:7]2[CH:13]=[CH:12][CH:11]=[CH:10][C:8]=2[N:9]=1)=[O:4].[H-].[Na+].[CH3:22]I.O>CS(C)=O>[CH3:22][N:9]1[C:8]2[CH:10]=[CH:11][CH:12]=[CH:13][C:7]=2[N:6]=[C:5]1[C:3]([N:2]([CH3:1])[C:14]1[CH:19]=[CH:18][CH:17]=[CH:16][N:15]=1)=[O:4] |f:1.2|. Procedure details: N-Methyl-N-(2-pyridyl)benzimidazole-2-carboxamide (1.0 g) prepared in Example 5 was suspended in dry DMSO (20 ml), sodium hydride (0.16 g) was added in an argon atmosphere and stirred at room temperature for 1 hr. Methyl iodide (0.62 g) was added and stirred at room temperature for 2 hrs. The mixture was poured into water and extracted with chloroform. The chloroform layer was dried over anhydrous Na2SO4, and the solvent was distilled off to obtain the residue. Purification of the residue by col... Reactants: FC1=C(C=C2C(NC(=NC2=C1)N1N=CC(=C1)C(=O)OCC)=O)N1CCCCC1 (ethyl 1-(7-fluoro-4-oxo-6-(piperidin-1-yl)-3,4-dihydroquinazolin-2-yl)-1H-pyrazole-4-carboxylate), CNC (dimethylamine). Yields the product CN(C1=NC(=NC2=CC(=C(C=C12)N1CCCCC1)F)N1N=CC(=C1)C(=O)O)C (1-(4-(Dimethylamino)-7-fluoro-6-(piperidin-1-yl)quinazolin-2-yl)-1H-pyrazole-4-carboxylic acid). Reaction SMILES: [F:1][C:2]1[CH:11]=[C:10]2[C:5]([C:6](=O)[NH:7][C:8]([N:12]3[CH:16]=[C:15]([C:17]([O:19]CC)=[O:18])[CH:14]=[N:13]3)=[N:9]2)=[CH:4][C:3]=1[N:23]1[CH2:28][CH2:27][CH2:26][CH2:25][CH2:24]1.[CH3:29][NH:30][CH3:31]>>[CH3:29][N:30]([CH3:31])[C:6]1[C:5]2[C:10](=[CH:11][C:2]([F:1])=[C:3]([N:23]3[CH2:24][CH2:25][CH2:26][CH2:27][CH2:28]3)[CH:4]=2)[N:9]=[C:8]([N:12]2[CH:16]=[C:15]([C:17]([OH:19])=[O:18])[CH:14]=[N:13]2)[N:7]=1. Procedure details: The above compound may be made analogous to Example 1 using ethyl 1-(7-fluoro-4-oxo-6-(piperidin-1-yl)-3,4-dihydroquinazolin-2-yl)-1H-pyrazole-4-carboxylate in step D and dimethylamine in step E. MS (ESI): predicted mass calcd. for C19H21FN6O2, 384.2 Reactants: CCN=C=O, CO, Cc1ccccc1, ClCCl, Cl, Cl, COc1ccccc1Oc1c(NS(=O)(=O)c2ccc(C)cn2)nc(-c2ccnc(CN)c2)nc1OC. Product: CCNC(=O)NCc1cc(-c2nc(NS(=O)(=O)c3ccc(C)cn3)c(Oc3ccccc3OC)c(OC)n2)ccn1. Reaction SMILES: [CH2:38]([CH3:39])[N:40]=[C:41]=[O:42].[CH3:46][OH:47].[CH3:49][c:50]1[cH:51][cH:52][cH:53][cH:54][cH:55]1.[Cl:43][CH2:44][Cl:45].[ClH:1].[ClH:48].[NH2:2][CH2:3][c:4]1[n:5][cH:6][cH:7][c:8](-[c:10]2[n:11][c:12]([O:36][CH3:37])[c:13]([O:27][c:28]3[c:29]([O:34][CH3:35])[cH:30][cH:31][cH:32][cH:33]3)[c:14]([NH:16][S:17](=[O:18])(=[O:19])[c:20]3[n:21][cH:22][c:23]([CH3:26])[cH:24][cH:25]3)[n:15]2)[cH:9]1>>[NH:2]([CH2:3][c:4]1[n:5][cH:6][cH:7][c:8](-[c:10]2[n:11][c:12]([O:36][CH3:37])[c:13]([O:27][c:28]3[c:29]([O:34][CH3:35])[cH:30][cH:31][cH:32][cH:33]3)[c:14]([NH:16][S:17](=[O:18])(=[O:19])[c:20]3[n:21][cH:22][c:23]([CH3:26])[cH:24][cH:25]3)[n:15]2)[cH:9]1)[C:41]([NH:40][CH2:38][CH3:39])=[O:42]. The reactants are C(C)(C)N(CC)C(C)C (di-iso-propylethylamine), BrC1=CC=C(C=C1)[C@@H](C)N ((R)-1-(4-bromo-phenyl)-ethylamine), C(C=C)Br (allyl bromide). Run in C1(=CC=CC=C1)C (toluene). Run at temperature 0 celsius. Product: C(C=C)N([C@H](C)C1=CC=C(C=C1)Br)CC=C ((R)-Diallyl-[1-(4-bromo-phenyl)-ethyl]-amine). Yield: 98.5%. RXN SMILES: [Br:1][C:2]1[CH:7]=[CH:6][C:5]([C@H:8]([NH2:10])[CH3:9])=[CH:4][CH:3]=1.[CH:11](N(C(C)C)CC)([CH3:13])[CH3:12].[CH2:20](Br)[CH:21]=[CH2:22]>C1(C)C=CC=CC=1>[CH2:13]([N:10]([CH2:22][CH:21]=[CH2:20])[C@@H:8]([C:5]1[CH:6]=[CH:7][C:2]([Br:1])=[CH:3][CH:4]=1)[CH3:9])[CH:11]=[CH2:12]. Procedure details: A mixture of 2.0 g (10.0 mmol) (R)-1-(4-bromo-phenyl)-ethylamine and 30 ml toluene (dry) was cooled to 0° C. Thereafter, 5.2 ml (30.0 mmol) of di-iso-propylethylamine was added drop-wise, followed by the addition of 7.4 ml (85 mmol) allyl bromide. The resulting mixture was warmed to room temperature and then heated to 95° C. for 2.5 hours. The mixture was filtered. The precipitate was then washed with toluene and the filtrate and washings were combined and then concentrated in vacuo to give a re... Run at temperature 125 celsius, time 15 minute. Yields the product IC=1C=C(N(C)C)C=C(C1)[N+](=O)[O-] (3-Iodo-N,N-dimethyl-5-nitroaniline). Reported procedure: 1-Fluoro-3-iodo-5-nitrobenzene (500 mg, 1.87 mmol), and potassium carbonate (260 mg, 1.88 mmol) were suspended in DMSO (7 ml) and dimethylamine (2M in THF, 3 ml, 6 mmol) was added. The vial was sealed under argon and stirred for 15 min at 125° C. under microwave conditions. The reaction mixture was poured into 50 ml of water and extracted with ethyl acetate (3×40 ml). The organic phase was washed with brine (1×100 ml), dried over magnesium sulphate and concentrated under reduced pressure. The re... As a reaction SMILES: F[C:2]1[CH:7]=[C:6]([N+:8]([O-:10])=[O:9])[CH:5]=[C:4]([I:11])[CH:3]=1.C(=O)([O-])[O-].[K+].[K+].[CH3:18][NH:19][CH3:20].O>CS(C)=O>[I:11][C:4]1[CH:3]=[C:2]([CH:7]=[C:6]([N+:8]([O-:10])=[O:9])[CH:5]=1)[N:19]([CH3:20])[CH3:18] |f:1.2.3|. Yield: 58.6%. Reactants: FC1=CC(=CC(=C1)[N+](=O)[O-])I (1-Fluoro-3-iodo-5-nitrobenzene), O (water), C([O-])([O-])=O.[K+].[K+] (potassium carbonate), CNC (dimethylamine). Solvent: CS(=O)C (DMSO).